Task: describe an organic reaction: reactants, conditions, products, and yield. Dataset: the Open Reaction Database (ORD), a public repository of structured organic reaction records Starting materials: Cc1cc(N)on1, CO, CCN(C(C)C)C(C)C, CNC(=O)c1c(-c2ccc(F)cc2)oc2ccc(-c3cccc(C(=O)NC(C)(C)C(=O)O)c3)cc12, [H-], [Na+], CN(C)C=O. Yields the product CNC(=O)c1c(-c2ccc(F)cc2)oc2ccc(-c3cccc(C(=O)NC(C)(C)C(=O)Nc4cc(C)no4)c3)cc12. RXN SMILES: [CH3:45][c:46]1[n:47][o:48][c:49]([NH2:51])[cH:50]1.[CH3:59][OH:60].[CH:1]([N:2]([CH2:3][CH3:4])[CH:5]([CH3:6])[CH3:7])([CH3:8])[CH3:9].[F:10][c:11]1[cH:12][cH:13][c:14](-[c:17]2[o:18][c:19]3[c:20]([c:21]2[C:22]([NH:23][CH3:24])=[O:25])[cH:26][c:27](-[c:30]2[cH:31][c:32]([C:33](=[O:34])[NH:35][C:36]([C:37](=[O:38])[OH:39])([CH3:40])[CH3:41])[cH:42][cH:43][cH:44]2)[cH:28][cH:29]3)[cH:15][cH:16]1.[H-:53].[Na+:52].[O:54]=[CH:55][N:56]([CH3:57])[CH3:58]>>[F:10][c:11]1[cH:12][cH:13][c:14](-[c:17]2[o:18][c:19]3[c:20]([c:21]2[C:22]([NH:23][CH3:24])=[O:25])[cH:26][c:27](-[c:30]2[cH:31][c:32]([C:33](=[O:34])[NH:35][C:36]([C:37](=[O:39])[NH:51][c:49]4[o:48][n:47][c:46]([CH3:45])[cH:50]4)([CH3:40])[CH3:41])[cH:42][cH:43][cH:44]2)[cH:28][cH:29]3)[cH:15][cH:16]1. Reactants: CC(Br)C(=O)Br, O=C([O-])O, COS(=O)(=O)OC, [K+], N#CN, [Na+], [OH-]. Yields the product CC(Br)C(=O)N(C)C#N. Reaction SMILES: [Br:4][CH:5]([C:6](=[O:7])[Br:8])[CH3:9].[C:10](=[O:11])([OH:12])[O-:13].[CH3:15][O:16][S:17]([O:18][CH3:19])(=[O:20])=[O:21].[K+:23].[NH2:1][C:2]#[N:3].[Na+:14].[OH-:22]>>[N:1]([C:2]#[N:3])([C:6]([CH:5]([Br:4])[CH3:9])=[O:7])[CH3:10]. Starting materials: CC1(CC(=O)CC(N1)(C)C)C (triacetonamine), NCP(OCC)(OCC)=O (diethyl aminomethylphosphonate), [H][H] (hydrogen). Reagents/catalysts: S(O)(O)(=O)=O (sulphuric acid), [Pt] (platinum-on-charcoal). Solvent: C(C)O (ethanol). Yields the product CC1(NC(CC(C1)C(N)P(OCC)(OCC)=O)(C)C)C (diethyl (2,2,6,6-tetramethyl-4-piperidyl)-aminomethylphosphonate). As a reaction SMILES: [CH3:1][C:2]1([CH3:11])[NH:8][C:7]([CH3:10])([CH3:9])[CH2:6][C:4](=O)[CH2:3]1.[NH2:12][CH2:13][P:14](=[O:21])([O:18][CH2:19][CH3:20])[O:15][CH2:16][CH3:17].[H][H]>C(O)C.S(=O)(=O)(O)O.[Pt]>[CH3:1][C:2]1([CH3:11])[CH2:3][CH:4]([CH:13]([P:14](=[O:21])([O:18][CH2:19][CH3:20])[O:15][CH2:16][CH3:17])[NH2:12])[CH2:6][C:7]([CH3:10])([CH3:9])[NH:8]1. Procedure: 31.0 g (0.21 mol) of triacetonamine and 33.4 g (0.20 mol) of diethyl aminomethylphosphonate are dissolved in 500 ml of ethanol, and the solution is hydrogenated, with the addition of 3 g of platinum-on-charcoal (containing 5% of platinum) and 3 drops of concentrated sulphuric acid, under a slight excess pressure until the absorption of hydrogen has ceased. The catalyst is filtered off and the filtrate is distilled. In this way is obtained diethyl (2,2,6,6-tetramethyl-4-piperidyl)-aminomethylphos... Starting materials: OCC(=O)OCC (ethyl 2-hydroxyacetate), [H-].[Na+] (NaH), BrC=1C=NC(=NC1)Cl (5-bromo-2-chloropyrimidine). Solvent: C1(=CC=CC=C1)C (toluene), C1(=CC=CC=C1)C (toluene), CCOC(=O)C (EtOAc). Conditions: time 30 minute. Yields the product BrC=1C=NC(=NC1)OCC(=O)OCC (Ethyl 2-(5-bromopyrimidin-2-yloxy)acetate). Isolated yield 60.8%. Reaction SMILES: [OH:1][CH2:2][C:3]([O:5][CH2:6][CH3:7])=[O:4].[H-].[Na+].[Br:10][C:11]1[CH:12]=[N:13][C:14](Cl)=[N:15][CH:16]=1>C1(C)C=CC=CC=1.CCOC(C)=O>[Br:10][C:11]1[CH:12]=[N:13][C:14]([O:1][CH2:2][C:3]([O:5][CH2:6][CH3:7])=[O:4])=[N:15][CH:16]=1 |f:1.2|. Procedure: To a solution of ethyl 2-hydroxyacetate (0.081 g, 0.775 mmol) in toluene (1.0 mL) was added NaH (60% in mineral oil, 0.037 g, 0.931 mmol) at room temperature. The mixture was stirred for 30 min and a solution of 5-bromo-2-chloropyrimidine (0.100 g, 0.517 mmol) in toluene (0.5 mL) was added. The reaction mixture was stirred at 60° C. for 16 h. The mixture was diluted with EtOAc and slowly quenched with water. The organic layer was separated, washed with water and brine, dried over anhydrous MgSO4... Starting materials: COC(C(C(=O)NC12CC3CC(CC(C1)C3)C2)(CC2=CC=NC=C2)CC2=CC=NC=C2)=O (N-adamantan-1-yl-2,2-bis-pyridin4-ylmethyl-malonamic acid methyl ester), solution, C[Mg]Br (methyl magnesium bromide), C1(=CC=CC=C1)C.O1CCCC1 (toluene tetrahydrofuran), cuprous bromide. Solvent: O1CCCC1 (tetrahydrofuran). Conditions: temperature 50 celsius. Yields the product C12(CC3CC(CC(C1)C3)C2)N2C(C(C2=O)(CC2=CC=NC=C2)CC2=CC=NC=C2)=O (1-Adamantan-1-yl-3.3-bis-pyridin-4-ylmethyl-azetidine-2.4-dione). Yield: 21.7%. RXN SMILES: C[O:2][C:3](=O)[C:4]([CH2:25][C:26]1[CH:31]=[CH:30][N:29]=[CH:28][CH:27]=1)([CH2:18][C:19]1[CH:24]=[CH:23][N:22]=[CH:21][CH:20]=1)[C:5]([NH:7][C:8]12[CH2:17][CH:12]3[CH2:13][CH:14]([CH2:16][CH:10]([CH2:11]3)[CH2:9]1)[CH2:15]2)=[O:6].C[Mg]Br.C1(C)C=CC=CC=1.O1CCCC1>O1CCCC1>[C:8]12([N:7]3[C:5](=[O:6])[C:4]([CH2:25][C:26]4[CH:27]=[CH:28][N:29]=[CH:30][CH:31]=4)([CH2:18][C:19]4[CH:24]=[CH:23][N:22]=[CH:21][CH:20]=4)[C:3]3=[O:2])[CH2:9][CH:10]3[CH2:16][CH:14]([CH2:13][CH:12]([CH2:11]3)[CH2:17]1)[CH2:15]2 |f:2.3|. Procedure: To a solution of N-adamantan-1-yl-2,2-bis-pyridin4-ylmethyl-malonamic acid methyl ester (100 mg, 0.23 mmol) in anhydrous tetrahydrofuran (1.5 ml), a 1.4M solution of methyl magnesium bromide in toluene/ tetrahydrofuran (Aldrich Chemical Co., 330 μl, 0.46 mmol of methyl magnesium bromide) and cuprous bromide (1.6 mg) was added. The reaction was heated at 50° C. for 6 hours and then quenched by addition to 15 ml of ice water containing 200 μl of concentrated sulfuric acid. The pH of the mixture wa... Starting materials: [Si](C)(C)(C(C)(C)C)OCC1=CC2=C(C=N1)N(C=N2)C2=CC(=C(S2)C(=O)OC)OCC2=C(C=CC=C2)C(F)(F)F (methyl 5-[6-({[tert-butyl(dimethyl)silyl]oxy}methyl)-3H-imidazo[4,5-c]pyridin-3-yl]-3-{[2-(trifluoromethyl)benzyl]oxy}thiophene-2-carboxylate), saturated solution, N (ammonia). Solvent: CO (methanol). Conditions: temperature 120 celsius, time 3.5 hour. Product: [Si](C)(C)(C(C)(C)C)OCC1=CC2=C(C=N1)N(C=N2)C2=CC(=C(S2)C(=O)N)OCC2=C(C=CC=C2)C(F)(F)F (5-[6-({[Tert-butyl(dimethyl)silyl]oxy}methyl)-3H-imidazo[4,5-c]pyridin-3-yl]-3-{[2-(trifluoromethyl)benzyl]oxy}thiophene-2-carboxamide). As a reaction SMILES: [Si:1]([O:8][CH2:9][C:10]1[N:15]=[CH:14][C:13]2[N:16]([C:19]3[S:23][C:22]([C:24]([O:26]C)=O)=[C:21]([O:28][CH2:29][C:30]4[CH:35]=[CH:34][CH:33]=[CH:32][C:31]=4[C:36]([F:39])([F:38])[F:37])[CH:20]=3)[CH:17]=[N:18][C:12]=2[CH:11]=1)([C:4]([CH3:7])([CH3:6])[CH3:5])([CH3:3])[CH3:2].[NH3:40]>CO>[Si:1]([O:8][CH2:9][C:10]1[N:15]=[CH:14][C:13]2[N:16]([C:19]3[S:23][C:22]([C:24]([NH2:40])=[O:26])=[C:21]([O:28][CH2:29][C:30]4[CH:35]=[CH:34][CH:33]=[CH:32][C:31]=4[C:36]([F:37])([F:39])[F:38])[CH:20]=3)[CH:17]=[N:18][C:12]=2[CH:11]=1)([C:4]([CH3:7])([CH3:6])[CH3:5])([CH3:3])[CH3:2]. Procedure: A mixture of 1.05 g of methyl 5-[6-({[tert-butyl(dimethyl)silyl]oxy}methyl)-3H-imidazo[4,5-c]pyridin-3-yl]-3-{[2-(trifluoromethyl)benzyl]oxy}thiophene-2-carboxylate (compound B2a) and 100 ml of a saturated solution of ammonia in methanol was stirred in an autoclave at 120° C. for 3.5 h. The reaction mixture was allowed to cool down to room temperature, concentrated to dryness, dissolved in dichloromethane and filtered through a plug of silica gel (eluents: dichloromethane/ethyl acetate) to yield... The reactants are NC1=C(C=CC=C1[N+](=O)[O-])O (2-amino-3-nitro-phenol), C1(=CC=C(C=C1)S(=O)(=O)O)C (p-toluenesulfonic acid). Yields the product [N+](=O)([O-])C1=CC=CC2=C1N=CO2 (4-nitrobenzooxazole). As a reaction SMILES: [NH2:1][C:2]1[C:7]([N+:8]([O-:10])=[O:9])=[CH:6][CH:5]=[CH:4][C:3]=1[OH:11].[C:12]1(C)C=CC(S(O)(=O)=O)=CC=1>>[N+:8]([C:7]1[C:2]2[N:1]=[CH:12][O:11][C:3]=2[CH:4]=[CH:5][CH:6]=1)([O-:10])=[O:9]. Procedure details: Compounds of Formula I also can be prepared as illustrated by exemplary reaction in Scheme 3. Reaction of 2-amino-3-nitro-phenol and triethyl orthformate in the presence of a acid such as p-toluenesulfonic acid produced 4-nitrobenzooxazole. The nitro group was reduced to give the 4-amino-benzooxazole, which was converted to the methylamino-benzooxazole in two steps. Treatment of the compound with base, such as sodium ethoxide converted the 4-methylamino-benzooxazole into a 4-hydroxy-1-methylbenz...